Dataset: the Open Reaction Database (ORD), a public repository of structured organic reaction records. Task: describe an organic reaction: reactants, conditions, products, and yield The reactants are IC1=CC2=C(N=C(OC2=O)C(F)(F)F)C=C1 (6-iodo-2-trifluoromethyl-benzo[d][1,3]oxazin-4-one), O.N (ammonia water), 0C. Yields the product IC=1C=C2C(NC(=NC2=CC1)C(F)(F)F)=O (6-iodo-2-trifluoromethyl-3H-quinazolin-4-one). RXN SMILES: [I:1][C:2]1[CH:16]=[CH:15][C:5]2[N:6]=[C:7]([C:11]([F:14])([F:13])[F:12])[O:8][C:9](=O)[C:4]=2[CH:3]=1.O.[NH3:18]>>[I:1][C:2]1[CH:3]=[C:4]2[C:5](=[CH:15][CH:16]=1)[N:6]=[C:7]([C:11]([F:14])([F:13])[F:12])[NH:18][C:9]2=[O:8] |f:1.2|. Procedure: 6-iodo-2-trifluoromethyl-benzo[d][1,3]oxazin-4-one (0.6 g, 1.76 mmole) was stirred with 25 mL of concentrated ammonia water at 40° C. for 5 h, cooled to 0C, the precipitate was filtered and dried under vacuo. The product was recrystallized from ethyl acetate and haxanes to give 0.58 g, mp >255° C. (sub), MS (CI) m/z 341 (MH)+. Reactants: diterbutylazodicarboxylate, ClC1=CC(=C(C(=C1)C)NC(=O)C=1N(N=C(C1)C(F)(F)F)C1=NC=CC=C1Cl)C(NCC(C)O)=O (2-(3-chloro-pyridin-2-yl)-5-trifluoromethyl-2H-pyrazole-3-carboxylic acid [4-chloro-2-(2-hydroxy-propylcarbamoyl)-6-methyl-phenyl]-amide), C1(=CC=CC=C1)P(C1=CC=CC=C1)C1=CC=CC=C1 (triphenylphosphine), C(C)(=S)O (thioacetic acid). Run in C1CCOC1 (THF), C1CCOC1 (THF), C1CCOC1 (THF). Reaction conditions: temperature 0 celsius, time 1 hour. Product: ClC=1C=C(C(=C(C(=O)NCC(C)SC(C)=O)C1)NC(=O)C=1N(N=C(C1)C(F)(F)F)C1=NC=CC=C1Cl)C (thioacetic acid S-[2-(5-chloro-2-{[2-(3-chloro-pyridin-2-yl)-5-trifluoromethyl-2H-pyrazole-3-carbonyl]-amino}-3-methyl-benzoylamino)-1-methyl-ethyl]ester). Isolated yield 87.9%. As a reaction SMILES: C1(P(C2C=CC=CC=2)C2C=CC=CC=2)C=CC=CC=1.[C:20]([OH:23])(=[S:22])[CH3:21].[Cl:24][C:25]1[CH:30]=[C:29]([CH3:31])[C:28]([NH:32][C:33]([C:35]2[N:36]([C:44]3[C:49]([Cl:50])=[CH:48][CH:47]=[CH:46][N:45]=3)[N:37]=[C:38]([C:40]([F:43])([F:42])[F:41])[CH:39]=2)=[O:34])=[C:27]([C:51](=[O:57])[NH:52][CH2:53][CH:54](O)[CH3:55])[CH:26]=1>C1COCC1>[Cl:24][C:25]1[CH:30]=[C:29]([CH3:31])[C:28]([NH:32][C:33]([C:35]2[N:36]([C:44]3[C:49]([Cl:50])=[CH:48][CH:47]=[CH:46][N:45]=3)[N:37]=[C:38]([C:40]([F:41])([F:43])[F:42])[CH:39]=2)=[O:34])=[C:27]([CH:26]=1)[C:51]([NH:52][CH2:53][CH:54]([S:22][C:20](=[O:23])[CH3:21])[CH3:55])=[O:57]. Procedure details: To a solution of 2.55 g (9.7 mmol) triphenylphosphine in 250 ml THF is added at a temperature of 0° C. 2.25 g (9.7 mmol) diterbutylazodicarboxylate in 25 ml THF. The solution is stirred for 1 hour at a temperature of 0° C. Then 0.35 ml (4.85 mmol) thioacetic acid is added and a white suspension is formed immediately. After that, a solution of 2.5 g (4.85 mmol) 2-(3-chloro-pyridin-2-yl)-5-trifluoromethyl-2H-pyrazole-3-carboxylic acid [4-chloro-2-(2-hydroxy-propylcarbamoyl)-6-methyl-phenyl]-amide ... Reactants: CCN(C(C)C)C(C)C, Cl, O=C(Nc1sc2c(c1C(=O)O)C1CCC(C2)O1)c1c(F)cccc1C(F)(F)F, FC1(F)CNC1, C1CCOC1. Product: O=C(Nc1sc2c(c1C(=O)N1CC(F)(F)C1)C1CCC(C2)O1)c1c(F)cccc1C(F)(F)F. Reaction SMILES: [CH:29]([N:30]([CH:31]([CH3:32])[CH3:33])[CH2:34][CH3:35])([CH3:36])[CH3:37].[ClH:38].[F:1][c:2]1[c:3]([C:4](=[O:5])[NH:6][c:7]2[c:8]([C:18](=[O:19])[OH:20])[c:9]3[c:10]([s:11]2)[CH2:12][CH:13]2[CH2:14][CH2:15][CH:16]3[O:17]2)[c:21]([C:25]([F:26])([F:27])[F:28])[cH:22][cH:23][cH:24]1.[F:39][C:40]1([F:44])[CH2:41][NH:42][CH2:43]1.[O:45]1[CH2:46][CH2:47][CH2:48][CH2:49]1>>[F:1][c:2]1[c:3]([C:4](=[O:5])[NH:6][c:7]2[c:8]([C:18](=[O:19])[N:42]3[CH2:41][C:40]([F:39])([F:44])[CH2:43]3)[c:9]3[c:10]([s:11]2)[CH2:12][CH:13]2[CH2:14][CH2:15][CH:16]3[O:17]2)[c:21]([C:25]([F:26])([F:27])[F:28])[cH:22][cH:23][cH:24]1. Reactants: S1C2=C(C=C1N(S(=O)(=O)C1=CC=C(C=C1)C(=O)OC)CCC(F)(F)F)C=CC=C2 (N-(Benzo[b]thiophen-2-yl)-N-(3,3,3-trifluoropropyl)-4-carbomethoxy-benzenesulfonamide), OP(=O)(O)O (H3PO4), C(C)(=O)OC(C)=O (acetic anhydride), C(C)(=O)OC(C)=O (acetic anhydride). Reaction conditions: temperature 100 celsius. Product: C(C)(=O)C=1C2=C(SC1N(S(=O)(=O)C1=CC=C(C=C1)C(=O)OC)CCC(F)(F)F)C=CC=C2 (N-(3-Acetyl-benzo[b]thiophen-2-yl)-N-(3,3,3-trifluoropropyl)-4-carbomethoxy-benzenesulfonamide). Reaction SMILES: [S:1]1[C:5]([N:6]([CH2:20][CH2:21][C:22]([F:25])([F:24])[F:23])[S:7]([C:10]2[CH:15]=[CH:14][C:13]([C:16]([O:18][CH3:19])=[O:17])=[CH:12][CH:11]=2)(=[O:9])=[O:8])=[CH:4][C:3]2[CH:26]=[CH:27][CH:28]=[CH:29][C:2]1=2.OP(O)(O)=O.[C:35](OC(=O)C)(=[O:37])[CH3:36]>>[C:35]([C:4]1[C:3]2[CH:26]=[CH:27][CH:28]=[CH:29][C:2]=2[S:1][C:5]=1[N:6]([CH2:20][CH2:21][C:22]([F:25])([F:23])[F:24])[S:7]([C:10]1[CH:15]=[CH:14][C:13]([C:16]([O:18][CH3:19])=[O:17])=[CH:12][CH:11]=1)(=[O:8])=[O:9])(=[O:37])[CH3:36]. Procedure: To compound 385-A (0.388 g, 0.87 mmol) was added acetic anhydride (10 mL) and 85% H3PO4 (0.10 mL), and the reaction was heated at 100° C. for three days. Additional acetic anhydride (10 mL) was added, the reaction mixture heated for an additional 4 more days. The reaction mixture was cooled, concentrated under vacuum, partitioned between EtOAc (100 mL) and saturated NaHCO3 (50 mL), filtered, the organic layer washed with brine (50 mL), dried over MgSO4, filtered, and concentrated in vacuo. The c... Reactants: Fc1ccc(Br)c(F)c1, I, [Mg], C1CCOC1. Product: [Br-], Fc1ccc([Mg+])c(F)c1. Reaction SMILES: [Br:1][c:2]1[c:3]([F:9])[cH:4][c:5]([F:8])[cH:6][cH:7]1.[I:11].[Mg:10].[O:12]1[CH2:13][CH2:14][CH2:15][CH2:16]1>>[Br-:1].[c:2]1([Mg+:10])[c:3]([F:9])[cH:4][c:5]([F:8])[cH:6][cH:7]1. Reactants: CCOC(=O)CNC(=O)Nc1cccc(C(=O)O)c1, CCN(C(C)C)C(C)C, Cl, CC(C)C(N)C(=O)N1CCC(O)(c2ccc(Cl)cc2)C(C)(C)C1, CN(C)C=O, O. Yields the product CCOC(=O)CNC(=O)Nc1cccc(C(=O)NC(C(=O)N2CCC(O)(c3ccc(Cl)cc3)C(C)(C)C2)C(C)C)c1. Reaction SMILES: [CH2:25]([CH3:26])[O:27][C:28]([CH2:29][NH:30][C:31]([NH:32][c:33]1[cH:34][c:35]([C:36](=[O:37])[OH:38])[cH:39][cH:40][cH:41]1)=[O:42])=[O:43].[CH:44]([N:45]([CH2:46][CH3:47])[CH:48]([CH3:49])[CH3:50])([CH3:51])[CH3:52].[ClH:24].[NH2:1][CH:2]([C:3](=[O:4])[N:5]1[CH2:6][C:7]([CH3:19])([CH3:20])[C:8]([OH:11])([c:12]2[cH:13][cH:14][c:15]([Cl:18])[cH:16][cH:17]2)[CH2:9][CH2:10]1)[CH:21]([CH3:22])[CH3:23].[O:54]=[CH:55][N:56]([CH3:57])[CH3:58].[OH2:53]>>[NH:1]([CH:2]([C:3](=[O:4])[N:5]1[CH2:6][C:7]([CH3:19])([CH3:20])[C:8]([OH:11])([c:12]2[cH:13][cH:14][c:15]([Cl:18])[cH:16][cH:17]2)[CH2:9][CH2:10]1)[CH:21]([CH3:22])[CH3:23])[C:36]([c:35]1[cH:34][c:33]([NH:32][C:31]([NH:30][CH2:29][C:28]([O:27][CH2:25][CH3:26])=[O:43])=[O:42])[cH:41][cH:40][cH:39]1)=[O:37]. The reactants are O (water), N1=CC=CC2=C1OC1=C(NC2)C=CC=C1 (5,6-dihydropyrido[2,3-b][1,5]benzoxazepine), C(C)(C)N(C(C)C)CC (N,N-diisopropylethylamine), C=1(C(=CC=CC1)C(=O)NC1=CC(=C(C(=O)Cl)C=C1)Cl)C1=CC=CC=C1 (4-[([1,1-biphenyl]-2-carbonyl)amino]-2-chlorobenzoyl chloride). Solvent: ClCCl (dichloromethane). Run at time 2.5 hour. Product: N1=CC=CC2=C1OC1=C(N(C2)C(=O)C2=C(C=C(C=C2)NC(=O)C=2C(=CC=CC2)C2=CC=CC=C2)Cl)C=CC=C1 (N-[4-(Pyrido[2,3-b][1,5]benzoxazepin-6(5H)-ylcarbonyl)-3-chlorophenyl][1,1'-biphenyl]-2-carboxamide). As a reaction SMILES: [N:1]1[C:6]2[O:7][C:8]3[CH:15]=[CH:14][CH:13]=[CH:12][C:9]=3[NH:10][CH2:11][C:5]=2[CH:4]=[CH:3][CH:2]=1.C(N(CC)C(C)C)(C)C.[C:25]1([C:44]2[CH:49]=[CH:48][CH:47]=[CH:46][CH:45]=2)[C:26]([C:31]([NH:33][C:34]2[CH:42]=[CH:41][C:37]([C:38](Cl)=[O:39])=[C:36]([Cl:43])[CH:35]=2)=[O:32])=[CH:27][CH:28]=[CH:29][CH:30]=1.O>ClCCl>[N:1]1[C:6]2[O:7][C:8]3[CH:15]=[CH:14][CH:13]=[CH:12][C:9]=3[N:10]([C:38]([C:37]3[CH:41]=[CH:42][C:34]([NH:33][C:31]([C:26]4[C:25]([C:44]5[CH:49]=[CH:48][CH:47]=[CH:46][CH:45]=5)=[CH:30][CH:29]=[CH:28][CH:27]=4)=[O:32])=[CH:35][C:36]=3[Cl:43])=[O:39])[CH2:11][C:5]=2[CH:4]=[CH:3][CH:2]=1. Reported procedure: A mixture of 0.198 g of 5,6-dihydropyrido[2,3-b][1,5]benzoxazepine, 0.155 g of N,N-diisopropylethylamine and 0.444 g of 4-[([1,1-biphenyl]-2-carbonyl)amino]-2-chlorobenzoyl chloride in 12 ml of dichloromethane is stirred at room temperature for 2.5 hours. The mixture is poured into water and extracted with dichloromethane. The extract is washed with 2N Na2CO3, H2O, brine and dried (Na2 SO4). The solution is passed through a thin pad of hydrous magnesium silicate. The filter pad is washed with 50... Reactants: CC(=O)O, CCCc1nc(C(O)C(C)C)c(C#N)n1Cc1ccc(-c2ccccc2-c2nnnn2C(c2ccccc2)(c2ccccc2)c2ccccc2)cc1. Yields the product CCCc1nc(C(O)C(C)C)c(C#N)n1Cc1ccc(-c2ccccc2-c2nnn[nH]2)cc1. Reaction SMILES: [CH3:53][C:54](=[O:55])[OH:56].[OH:1][CH:2]([CH:3]([CH3:4])[CH3:5])[c:6]1[n:7][c:8]([CH2:50][CH2:51][CH3:52])[n:9]([CH2:13][c:14]2[cH:15][cH:16][c:17](-[c:20]3[c:21](-[c:26]4[n:27][n:28][n:29][n:30]4[C:31]([c:32]4[cH:33][cH:34][cH:35][cH:36][cH:37]4)([c:38]4[cH:39][cH:40][cH:41][cH:42][cH:43]4)[c:44]4[cH:45][cH:46][cH:47][cH:48][cH:49]4)[cH:22][cH:23][cH:24][cH:25]3)[cH:18][cH:19]2)[c:10]1[C:11]#[N:12]>>[OH:1][CH:2]([CH:3]([CH3:4])[CH3:5])[c:6]1[n:7][c:8]([CH2:50][CH2:51][CH3:52])[n:9]([CH2:13][c:14]2[cH:15][cH:16][c:17](-[c:20]3[c:21](-[c:26]4[n:27][n:28][n:29][nH:30]4)[cH:22][cH:23][cH:24][cH:25]3)[cH:18][cH:19]2)[c:10]1[C:11]#[N:12]. The reactants are BrCCOC1=C(C=C(C=C1)Cl)Cl (1-(2-bromoethoxy)-2,4-dichlorobenzene), OC=1C=C(C=CC1OC)CC(C(=O)OCC)CC (ethyl 3-(3-hydroxy-4-methoxyphenyl)-2-ethylpropanoate). Yields the product ClC1=C(OCCOC=2C=C(C=CC2)CC(C(=O)O)CC)C=CC(=C1)Cl (3-{3-[2-(2,4-Dichlorophenoxy)ethoxy]phenyl}-2-ethylpropanoic acid). RXN SMILES: Br[CH2:2][CH2:3][O:4][C:5]1[CH:10]=[CH:9][C:8]([Cl:11])=[CH:7][C:6]=1[Cl:12].[OH:13][C:14]1[CH:15]=[C:16]([CH2:22][CH:23]([CH2:29][CH3:30])[C:24]([O:26]CC)=[O:25])[CH:17]=[CH:18][C:19]=1OC>>[Cl:12][C:6]1[CH:7]=[C:8]([Cl:11])[CH:9]=[CH:10][C:5]=1[O:4][CH2:3][CH2:2][O:13][C:14]1[CH:15]=[C:16]([CH2:22][CH:23]([CH2:29][CH3:30])[C:24]([OH:26])=[O:25])[CH:17]=[CH:18][CH:19]=1. Procedure: Using 1-(2-bromoethoxy)-2,4-dichlorobenzene and ethyl 3-(3-hydroxy-4-methoxyphenyl)-2-ethylpropanoate, the title compound was obtained in the same manner as described in Example 33c). The reactants are CC(C(=O)NC=1SC=C(N1)\C=C\C1=CC=C(C=C1)[N+](=O)[O-])C (2-methyl-N-{4-[(E)-2-(4-nitrophenyl)ethenyl]-1,3-thiazol-2-yl}propanamide), C(C)(=O)O (acetic acid), CO (methanol). Reagents/catalysts: [Pd] (palladium on carbon). Run in O1CCCC1 (tetrahydrofuran). Run at time 5 hour. Yields the product NC1=CC=C(C=C1)CCC=1N=C(SC1)NC(C(C)C)=O (N-{4-[2-(4-aminophenyl)ethyl]-1,3-thiazol-2-yl}-2-methylpropanamide). The yield is 85.6%. As a reaction SMILES: [CH3:1][CH:2]([CH3:22])[C:3]([NH:5][C:6]1[S:7][CH:8]=[C:9](/[CH:11]=[CH:12]/[C:13]2[CH:18]=[CH:17][C:16]([N+:19]([O-])=O)=[CH:15][CH:14]=2)[N:10]=1)=[O:4].C(O)(=O)C.CO>[Pd].O1CCCC1>[NH2:19][C:16]1[CH:17]=[CH:18][C:13]([CH2:12][CH2:11][C:9]2[N:10]=[C:6]([NH:5][C:3](=[O:4])[CH:2]([CH3:1])[CH3:22])[S:7][CH:8]=2)=[CH:14][CH:15]=1. Procedure details: A mixture of 2-methyl-N-{4-[(E)-2-(4-nitrophenyl)ethenyl]-1,3-thiazol-2-yl}propanamide (333 mg), palladium on carbon (33 mg), acetic acid (1 ml), methanol (2 ml) and tetrahydrofuran (2 ml) was stirred under hydrogen atmosphere (4 atm) at ambient temperature for 5 hours. The catalyst was filtered off, and the filtrate was concentrated in vacuo. The residue was purified by flash column chromatography on silica gel with 5% methanol/ethyl acetate as an eluent. The solid residue was collected and was...